Dataset: the Open Reaction Database (ORD), a public repository of structured organic reaction records. Task: describe an organic reaction: reactants, conditions, products, and yield The yield is 97.5%. Procedure details: (3-(Methylphenylamino)-1H-indenyl)lithium (3.10 g, 13.64 mmol) was dissolved in 50 mL of THF and added dropwise to a solution of t-butylaminodimethylsilylchloride (2.17 g, 16.35 mmol) in 35 mL. of THF over a 30 minute period, with stirring continued for 25 hours. The solvent was evaporated and the resulting oil was subjected to vacuum for 4 hours. This oil was dissolved in 100 mL of hexane and filtered of from LiCl. Solvent removal in vacuo and overnight vacuum devolatilization provided the prod... Conditions: time 25 hour. As a reaction SMILES: [CH3:1][N:2]([C:13]1[CH:18]=[CH:17][CH:16]=[CH:15][CH:14]=1)[C:3]1[C:11]2[C:6](=[CH:7][CH:8]=[CH:9][CH:10]=2)[CH:5]([Li])[CH:4]=1.[C:19]([NH:23][Si:24](Cl)([CH3:26])[CH3:25])([CH3:22])([CH3:21])[CH3:20]>C1COCC1>[CH3:20][C:19]([NH:23][Si:24]([CH3:26])([CH3:25])[CH:5]1[C:6]2[C:11](=[CH:10][CH:9]=[CH:8][CH:7]=2)[C:3]([N:2]([CH3:1])[C:13]2[CH:18]=[CH:17][CH:16]=[CH:15][CH:14]=2)=[CH:4]1)([CH3:22])[CH3:21]. Solvent: C1CCOC1 (THF), C1CCOC1 (THF). The product is CC(C)(C)N[Si](C1C=C(C2=CC=CC=C12)N(C1=CC=CC=C1)C)(C)C (N-(1,1-dimethylethyl)-1,1-dimethyl-1-(3-(methylphenylamino)-1H-inden-1-yl)silanamine). Reactants: CN(C1=CC(C2=CC=CC=C12)[Li])C1=CC=CC=C1 ((3-(Methylphenylamino)-1H-indenyl)lithium), C(C)(C)(C)N[Si](C)(C)Cl (t-butylaminodimethylsilylchloride). Starting materials: NC(CCCCC(=O)OC)C1=C(C=CC=C1OC)OC (methyl 6-amino-6-(2,6-dimethoxyphenyl)hexanoate), FC1=C(C=C(C=O)C=C1)C1=NC=CC=C1 (4-fluoro-3-(pyridin-2-yl)benzaldehyde). Product: COC1=C(C(=CC=C1)OC)C1CCCCC(N1CC1=CC(=C(C=C1)F)C1=NC=CC=C1)=O (7-(2,6-dimethoxyphenyl)-1-(4-fluoro-3-(pyridin-2-yl)benzyl)azepan-2-one). RXN SMILES: [NH2:1][CH:2]([C:11]1[C:16]([O:17][CH3:18])=[CH:15][CH:14]=[CH:13][C:12]=1[O:19][CH3:20])[CH2:3][CH2:4][CH2:5][CH2:6][C:7]([O:9]C)=O.[F:21][C:22]1[CH:29]=[CH:28][C:25]([CH:26]=O)=[CH:24][C:23]=1[C:30]1[CH:35]=[CH:34][CH:33]=[CH:32][N:31]=1>>[CH3:20][O:19][C:12]1[CH:13]=[CH:14][CH:15]=[C:16]([O:17][CH3:18])[C:11]=1[CH:2]1[N:1]([CH2:26][C:25]2[CH:28]=[CH:29][C:22]([F:21])=[C:23]([C:30]3[CH:35]=[CH:34][CH:33]=[CH:32][N:31]=3)[CH:24]=2)[C:7](=[O:9])[CH2:6][CH2:5][CH2:4][CH2:3]1. Reported procedure: Prepared according to the described general procedure 1 (GP1) by reaction of methyl 6-amino-6-(2,6-dimethoxyphenyl)hexanoate with 4-fluoro-3-(pyridin-2-yl)benzaldehyde. Subsequent purification by preparative HPLC afforded the target compound. LC-MS (conditions A): tR=0.74 min.; [M+H]+: 435.13 g/mol. Reactants: O1C(OCC1)C1=NC=CC=C1 (2-(1,3-dioxolan-2-yl)pyridine), BrC1=C(CBr)C=C(C=C1)Br (2,5-dibromobenzyl bromide). Run in S1(=O)(=O)CCCC1 (sulfolane), C(C)(=O)OCC (ethyl acetate). Product: [Br-].BrC1=C(C[N+]2=C(C=CC=C2)C2OCCO2)C=C(C=C1)Br (1-(2,5-dibromobenzyl)-2-(1,3-dioxolan-2-yl)pyridinium bromide). Yield: 157.2%. As a reaction SMILES: [O:1]1[CH2:5][CH2:4][O:3][CH:2]1[C:6]1[CH:11]=[CH:10][CH:9]=[CH:8][N:7]=1.[Br:12][C:13]1[CH:20]=[CH:19][C:18]([Br:21])=[CH:17][C:14]=1[CH2:15]Br>S1(CCCC1)(=O)=O.C(OCC)(=O)C>[Br-:12].[Br:12][C:13]1[CH:20]=[CH:19][C:18]([Br:21])=[CH:17][C:14]=1[CH2:15][N+:7]1[CH:8]=[CH:9][CH:10]=[CH:11][C:6]=1[CH:2]1[O:3][CH2:4][CH2:5][O:1]1 |f:4.5|. Procedure: A mixture of 25.03 g (0.165 mol) of 2-(1,3-dioxolan-2-yl)pyridine and 2,5-dibromobenzyl bromide (54 g, 0.165 mol) in 60 mL of sulfolane was heated on a steam-bath for 6 h. The mixture was diluted with 600 mL of ethyl acetate, cooled, and the resulting solid product was isolated by filtration. The above solid was triturated in 300 mL of ethyl acetate, the mixture was cooled, filtered and dried to afford 62.24 g (79%) of 1-(2,5-dibromobenzyl)-2-(1,3-dioxolan-2-yl)pyridinium bromide (Formula VI: R1... Starting materials: CC(C)(C)OC(=O)Nc1cccc(-c2nc(=O)o[nH]2)c1, CCO, Cl. Yields the product Nc1cccc(-c2nc(=O)o[nH]2)c1. Reaction SMILES: [C:1]([O:2][C:3](=[O:4])[NH:7][c:8]1[cH:9][c:10](-[c:14]2[nH:15][o:16][c:17](=[O:19])[n:18]2)[cH:11][cH:12][cH:13]1)([CH3:5])([CH3:6])[CH3:20].[CH3:22][CH2:23][OH:24].[ClH:21]>>[NH2:7][c:8]1[cH:9][c:10](-[c:14]2[nH:15][o:16][c:17](=[O:19])[n:18]2)[cH:11][cH:12][cH:13]1. The reactants are [H][H] (hydrogen), C(C)(=O)O.C(C)(=O)NC(C(=O)O)=CC1=CC(=C(C=C1)O)OC (α-acetamido-4-hydroxy-3-methoxy-cinnamic acid acetate), 13.7, [OH-].[Na+] (sodium hydroxide), rhodium 1,5-hexadiene chloride [Rh-(1,5-hexadiene)Cl]2, CP(CC=1C(=CC=CC1)OC)C1=CC=CC=C1 ((+) methylphenyl-o-anisylphosphine). Reagents/catalysts: [Rh] (rhodium). Run in C1=CC=CC=C1 (benzene), O (water), CO (methanol). Reaction conditions: time 8 hour. The product is C(C)(=O)O.C(C)(=O)N[C@@H](CC1=CC(=C(C=C1)O)OC)C(=O)O (N-acetyl-3-(4-hydroxy-3-methoxyphenyl)-alanine acetate). As a reaction SMILES: [C:1]([OH:4])(=[O:3])[CH3:2].[C:5]([NH:8][C:9](=[CH:13][C:14]1[CH:19]=[CH:18][C:17]([OH:20])=[C:16]([O:21][CH3:22])[CH:15]=1)[C:10]([OH:12])=[O:11])(=[O:7])[CH3:6].[OH-].[Na+].[H][H].CP(C1C=CC=CC=1)CC1C(OC)=CC=CC=1>C1C=CC=CC=1.[Rh].O.CO>[C:1]([OH:4])(=[O:3])[CH3:2].[C:5]([NH:8][C@H:9]([C:10]([OH:12])=[O:11])[CH2:13][C:14]1[CH:19]=[CH:18][C:17]([OH:20])=[C:16]([O:21][CH3:22])[CH:15]=1)(=[O:7])[CH3:6] |f:0.1,2.3,10.11|. Procedure details: A one liter autoclave was charged with 100 grams (0.341 mole) of α-acetamido-4-hydroxy-3-methoxy-cinnamic acid acetate, 254 milliliters of methanol, 170 milliliters of water and 13.7 (0.341 mole) sodium hydroxide. The slurry obtained was brought to about 25° C. and 40 psig. hydrogen pressure and a catalyst solution in 6 milliliters of benzene that was made from 0.025 gram (0.115 milli-equivalents) of rhodium 1,5-hexadiene chloride [Rh-(1,5-hexadiene)Cl]2 (J. Am. Chem. Soc. 86, 217 (1964)), and 0... Reactants: BrC1=C(C=NC=C1[N+](=O)[O-])Cl (4-bromo-3-chloro-5-nitro-pyridine), N1(CCNCC1)C(=O)OC(C)(C)C (tert-butyl piperazine-1-carboxylate), CCN(C(C)C)C(C)C (DIPEA). Solvent: CN1CCCC1=O (NMP). Conditions: time 8 hour. Product: ClC=1C=NC=C(C1N1CCN(CC1)C(=O)OC(C)(C)C)[N+](=O)[O-] (tert-butyl 4-(3-chloro-5-nitropyridin-4-yl)piperazine-1-carboxylate). As a reaction SMILES: Br[C:2]1[C:7]([N+:8]([O-:10])=[O:9])=[CH:6][N:5]=[CH:4][C:3]=1[Cl:11].[N:12]1([C:18]([O:20][C:21]([CH3:24])([CH3:23])[CH3:22])=[O:19])[CH2:17][CH2:16][NH:15][CH2:14][CH2:13]1.CCN(C(C)C)C(C)C>CN1C(=O)CCC1>[Cl:11][C:3]1[CH:4]=[N:5][CH:6]=[C:7]([N+:8]([O-:10])=[O:9])[C:2]=1[N:15]1[CH2:14][CH2:13][N:12]([C:18]([O:20][C:21]([CH3:24])([CH3:23])[CH3:22])=[O:19])[CH2:17][CH2:16]1. Procedure: A mixture of 4-bromo-3-chloro-5-nitro-pyridine (700 mg, 2.948 mmol), tert-butyl piperazine-1-carboxylate (823.6 mg, 4.422 mmol) and DIPEA (762.0 mg, 1.027 mL, 5.896 mmol) in NMP (2.5 mL) was stirred overnight at RT. The reaction mixture was partitioned between EtOAc and water. Combined organic extract was washed with brine, dried over MgSO4, concentrated under reduced pressure to yield tert-butyl 4-(3-chloro-5-nitropyridin-4-yl)piperazine-1-carboxylate which was used in next step without further... The reactants are [N+](=O)([O-])C1=C(C=CC=C1)NC(=O)OCC1CCN(CC1)C1=CC=NC=C1 (2-nitro-N-[1-(4-pyridyl)piperidin-4-yl-methoxycarbonyl)benzeneamine). Reagents/catalysts: [Pd] (palladium-on-carbon). Solvent: C(C)O (ethanol). Product: N1=CC=C(C=C1)C(OC(=O)NC=1C(=CC=CC1)N)C1CCNCC1 (N1-[1-(4-Pyridyl)piperidin-4-ylmethoxycarbonyl)-1,2-benzenediamine). Isolated yield 190.2%. Reaction SMILES: [N+:1]([C:4]1[CH:9]=[CH:8][CH:7]=[CH:6][C:5]=1[NH:10][C:11]([O:13][CH2:14][CH:15]1[CH2:20][CH2:19][N:18](C2C=CN=CC=2)[CH2:17][CH2:16]1)=[O:12])([O-])=O>C(O)C.[Pd]>[N:18]1[CH:19]=[CH:20][C:15]([CH:14]([CH:15]2[CH2:16][CH2:17][NH:18][CH2:19][CH2:20]2)[O:13][C:11]([NH:10][C:5]2[C:4]([NH2:1])=[CH:9][CH:8]=[CH:7][CH:6]=2)=[O:12])=[CH:16][CH:17]=1. Procedure details: A solution of 2-nitro-N-[1-(4-pyridyl)piperidin-4-yl-methoxycarbonyl)benzeneamine (7.55 g, 21.2 mmol) and 5% palladium-on-carbon (4.00 g) in ethanol (250 mL) was placed under an atmosphere of hydrogen (1 bar). After consumption of the starting material (16-20 h), the mixture was filtered through diatomaceous earth. Hot ethyl acetate was used to wash the filter cake. Concentration of the filtrate in vacuo yielded 6.58 g (96%) of the title compound.